The task is: describe an organic reaction: reactants, conditions, products, and yield. This data is from the Open Reaction Database (ORD), a public repository of structured organic reaction records. The reactants are C1(=CC(=CC=C1)N[C@H](C(=O)O)CC1=CC(=C(C(=C1)OC)OC)OC)C1=CC=CC=C1 ((S)-2-(Biphenyl-3-ylamino)-3-(3,4,5-trimethoxy-phenyl)-propionic acid), N[C@@H](C(=O)O)CC1=CC(=C(C(=C1)OC)OC)OC ((R)-2-amino-3-(3,4,5-trimethoxyphenyl)-propionic acid). Yields the product C1(=CC(=CC=C1)N[C@@H](C(=O)O)CC1=CC(=C(C(=C1)OC)OC)OC)C1=CC=CC=C1 ((R)-2-(Biphenyl-3-ylamino)-3-(3,4,5-trimethoxy-phenyl)-propionic acid). As a reaction SMILES: [C:1]1([C:25]2[CH:30]=[CH:29][CH:28]=[CH:27][CH:26]=2)[CH:6]=[CH:5][CH:4]=[C:3]([NH:7][C@@H:8]([CH2:12][C:13]2[CH:18]=[C:17]([O:19][CH3:20])[C:16]([O:21][CH3:22])=[C:15]([O:23][CH3:24])[CH:14]=2)[C:9]([OH:11])=[O:10])[CH:2]=1.N[C@H](CC1C=C(OC)C(OC)=C(OC)C=1)C(O)=O>>[C:1]1([C:25]2[CH:26]=[CH:27][CH:28]=[CH:29][CH:30]=2)[CH:6]=[CH:5][CH:4]=[C:3]([NH:7][C@H:8]([CH2:12][C:13]2[CH:18]=[C:17]([O:19][CH3:20])[C:16]([O:21][CH3:22])=[C:15]([O:23][CH3:24])[CH:14]=2)[C:9]([OH:11])=[O:10])[CH:2]=1. Reported procedure: The title compound is prepared as described for (S)-2-(Biphenyl-3-ylamino)-3-(3,4,5-trimethoxy-phenyl)-propionic acid (example 1) but using (R)-2-amino-3-(3,4,5-trimethoxyphenyl)-propionic acid (3,4,5-OCH3-phe-OH). The reactants are Cl, [K+], [K+], NCC(=O)N1CCN(C(=O)c2cc(F)ccc2C(F)(F)F)CC1, O=C([O-])[O-], CN(C)C=O, O, CS(=O)(=O)OCc1cc(-c2ccccc2)on1. Yields the product O=C(CNCc1cc(-c2ccccc2)on1)N1CCN(C(=O)c2cc(F)ccc2C(F)(F)F)CC1. As a reaction SMILES: [ClH:24].[K+:1].[K+:2].[NH2:25][CH2:26][C:27](=[O:28])[N:29]1[CH2:30][CH2:31][N:32]([C:35]([c:36]2[c:37]([C:43]([F:44])([F:45])[F:46])[cH:38][cH:39][c:40]([F:42])[cH:41]2)=[O:47])[CH2:33][CH2:34]1.[O-:3][C:4]([O-:5])=[O:6].[O:49]=[CH:50][N:51]([CH3:52])[CH3:53].[OH2:48].[c:7]1(-[c:13]2[cH:14][c:15]([CH2:18][O:19][S:20]([CH3:21])(=[O:22])=[O:23])[n:16][o:17]2)[cH:8][cH:9][cH:10][cH:11][cH:12]1>>[c:7]1(-[c:13]2[cH:14][c:15]([CH2:18][NH:25][CH2:26][C:27](=[O:28])[N:29]3[CH2:30][CH2:31][N:32]([C:35]([c:36]4[c:37]([C:43]([F:44])([F:45])[F:46])[cH:38][cH:39][c:40]([F:42])[cH:41]4)=[O:47])[CH2:33][CH2:34]3)[n:16][o:17]2)[cH:8][cH:9][cH:10][cH:11][cH:12]1.